From a dataset of the Open Reaction Database (ORD), a public repository of structured organic reaction records. describe an organic reaction: reactants, conditions, products, and yield The reactants are CCCN(CCCCBr)S(=O)(=O)c1c(C)cc(C)cc1C, Cc1ccccc1, CCOC(C)=O, [H-], [Na+], CN(C)C=O, Cc1cc(C)c(S(=O)(=O)NCCCNC(c2ccccc2)(c2ccccc2)c2ccccc2)c(C)c1. Yields the product CCCN(CCCCN(CCCNC(c1ccccc1)(c1ccccc1)c1ccccc1)S(=O)(=O)c1c(C)cc(C)cc1C)S(=O)(=O)c1c(C)cc(C)cc1C. As a reaction SMILES: [Br:39][CH2:40][CH2:41][CH2:42][CH2:43][N:44]([S:45](=[O:46])(=[O:47])[c:48]1[c:49]([CH3:56])[cH:50][c:51]([CH3:55])[cH:52][c:53]1[CH3:54])[CH2:57][CH2:58][CH3:59].[CH3:60][c:61]1[cH:62][cH:63][cH:64][cH:65][cH:66]1.[CH3:67][CH2:68][O:69][C:70]([CH3:71])=[O:72].[H-:2].[Na+:1].[O:73]=[CH:74][N:75]([CH3:76])[CH3:77].[c:3]1([CH3:38])[c:4]([S:11](=[O:12])(=[O:13])[NH:14][CH2:15][CH2:16][CH2:17][NH:18][C:19]([c:20]2[cH:21][cH:22][cH:23][cH:24][cH:25]2)([c:26]2[cH:27][cH:28][cH:29][cH:30][cH:31]2)[c:32]2[cH:33][cH:34][cH:35][cH:36][cH:37]2)[c:5]([CH3:10])[cH:6][c:7]([CH3:9])[cH:8]1>>[c:3]1([CH3:38])[c:4]([S:11](=[O:12])(=[O:13])[N:14]([CH2:15][CH2:16][CH2:17][NH:18][C:19]([c:20]2[cH:21][cH:22][cH:23][cH:24][cH:25]2)([c:26]2[cH:27][cH:28][cH:29][cH:30][cH:31]2)[c:32]2[cH:33][cH:34][cH:35][cH:36][cH:37]2)[CH2:40][CH2:41][CH2:42][CH2:43][N:44]([S:45](=[O:46])(=[O:47])[c:48]2[c:49]([CH3:56])[cH:50][c:51]([CH3:55])[cH:52][c:53]2[CH3:54])[CH2:57][CH2:58][CH3:59])[c:5]([CH3:10])[cH:6][c:7]([CH3:9])[cH:8]1. The reactants are CCCC(=O)Nc1nn(COCC[Si](C)(C)C)c2cc(-c3ccc(CC)cc3)ccc12, CCCC[N+](CCCC)(CCCC)CCCC, CCOC(C)=O, [F-], C1CCOC1. Reaction SMILES: [CH2:19]([CH3:20])[c:21]1[cH:22][cH:23][c:24](-[c:27]2[cH:28][cH:29][c:30]3[c:31]([NH:44][C:45]([CH2:46][CH2:47][CH3:48])=[O:49])[n:32][n:33]([CH2:36][O:37][CH2:38][CH2:39][Si:40]([CH3:41])([CH3:42])[CH3:43])[c:34]3[cH:35]2)[cH:25][cH:26]1.[CH3:2][CH2:3][CH2:4][CH2:5][N+:6]([CH2:7][CH2:8][CH2:9][CH3:10])([CH2:11][CH2:12][CH2:13][CH3:14])[CH2:15][CH2:16][CH2:17][CH3:18].[CH3:50][CH2:51][O:52][C:53](=[O:54])[CH3:55].[F-:1].[O:56]1[CH2:57][CH2:58][CH2:59][CH2:60]1>>[CH2:19]([CH3:20])[c:21]1[cH:22][cH:23][c:24](-[c:27]2[cH:28][cH:29][c:30]3[c:31]([NH:44][C:45]([CH2:46][CH2:47][CH3:48])=[O:49])[n:32][nH:33][c:34]3[cH:35]2)[cH:25][cH:26]1. Product: CCCC(=O)Nc1n[nH]c2cc(-c3ccc(CC)cc3)ccc12. Procedure details: 5-Hydroxy-6-methoxy-2,3-dihydro-1H-inden-1-one 18b was prepared from 35b V according to the protocol described for the preparation of compound 18a in Example 33 (Scheme 11). Isolated as light brown powder in 67% overall yield (3.55 g). 1H NMR (300 MHz, CDCl3): δ 2.69 (2H, m); 3.03 (2H, m); 3.92 (3H, s); 4.28 (1H, broad s); 6.92 (1H, s); 7.17 (1H, s). 13C NMR (75 Hz, CDCl3): δ 24.65; 35.86; 55.05; 103.68; 111.00; 127.98; 147.67; 151.32; 153.72; 206.88. Product: OC=1C=C2CCC(C2=CC1OC)=O (5-Hydroxy-6-methoxy-2,3-dihydro-1H-inden-1-one). The reactants are OC=1C=C(C=CC1OC)C=CC(=O)OCC (Ethyl 3-(3-hydroxy-4-methoxyphenyl)acrylate), OC1=C(C=C2CCC(C2=C1)=O)OC (6-hydroxy-5-methoxyindanone). Reaction SMILES: [OH:1][C:2]1[CH:3]=[C:4]([CH:10]=[CH:11][C:12]([O:14]CC)=O)[CH:5]=[CH:6][C:7]=1[O:8][CH3:9].OC1C=C2C(CCC2=O)=CC=1OC>>[OH:1][C:2]1[CH:3]=[C:4]2[C:5](=[CH:6][C:7]=1[O:8][CH3:9])[C:12](=[O:14])[CH2:11][CH2:10]2. The reactants are C(#N)C1=C(C(=C(C=O)C=C1)OCOCCOC)OCOCCOC (4-cyano-2,3-bis-[(2-methoxy-ethoxy)-methoxy]-benzaldehyde), O1CCOCC1 (dioxane), Cl (hydrochloric acid), C(Br)(Br)Br (bromoform), [Br-].[Li+] (lithium bromide), [OH-].[K+] (potassium hydroxide). Run in C(C)(=O)OCC (ethyl acetate), O (water). Reaction conditions: time 72 hour. Yields the product C(#N)C1=C(C(=C(C=C1)C(C(=O)O)Br)OCOCCOC)OCOCCOC ([4-cyano-2,3-bis-[(2-methoxy-ethoxy)-methoxy]-phenyl]bromoacetic acid). Reaction SMILES: [CH:1]([Br:4])(Br)Br.[Br-].[Li+].[OH-:7].[K+].[C:9]([C:11]1[CH:18]=[CH:17][C:14](C=O)=[C:13]([O:19][CH2:20][O:21][CH2:22][CH2:23][O:24][CH3:25])[C:12]=1[O:26][CH2:27][O:28][CH2:29][CH2:30][O:31][CH3:32])#[N:10].Cl.[O:34]1[CH2:39]COCC1>C(OCC)(=O)C.O>[C:9]([C:11]1[CH:18]=[CH:17][C:14]([CH:1]([Br:4])[C:39]([OH:34])=[O:7])=[C:13]([O:19][CH2:20][O:21][CH2:22][CH2:23][O:24][CH3:25])[C:12]=1[O:26][CH2:27][O:28][CH2:29][CH2:30][O:31][CH3:32])#[N:10] |f:1.2,3.4|. Procedure: 440 microliters of bromoform were added at -5° C. to a mixture of 4.26 mg of lithium bromide, 598 mg of potassium hydroxide and 5 ml of water and then, a solution of 825 mg of a 4-cyano-2,3-bis-[(2-methoxy-ethoxy)-methoxy]-benzaldehyde (preparation given hereafter) in 5 ml of dioxane was added dropwise. The mixture was stirred for 72 hours at 0° C. to -5° C. and was poured into a stirred mixture at 0° C. to -5° C. of 15 ml of ethyl acetate and 11 ml of hydrochloric acid. Extraction was carried o... The reactants are CCn1cc(c(C=O)n1)[Br], CC1=CN=C(C=C1)N, [C-]#[N+]C1CCCCC1. The reagents and catalysts are O=C(O)C(F)(F)F (trifluoroacetic acid). Run in CC(C)O (isopropyl alcohol), CC(C)O (isopropylalcohol). Run at temperature 22 celsius, time 20 hour. Yields the product CCn1cc(c(c2c(NC3CCCCC3)n3cc(C)ccc3n2)n1)[Br]. Isolated yield 80.9%. Reaction SMILES: CC1=CC=C(N)N=C1.[C-]#[N+]C1CCCCC1.CCN1C=C(Br)C(C=O)=N1>>CCN1C=C(Br)C(=N1)C1=C(NC2CCCCC2)N2C=C(C)C=CC2=N1. The reactants are C(C)N (Ethylamine), ice, ClC=1C(=NC(=NC1)S(=O)(=O)C)C(=O)N(CC1=CC=C(C=C1)C)C(C(=O)N)C1=CC2=C(OCCO2)C=C1 (5-Chloro-2-methanesulfonyl-N-[2-amino-1-{1,4-benzodioxan-6-yl}-2-oxoethyl]-N-(4-methylbenzyl)pyrimidine-4-carboxamide). Solvent: C1CCOC1 (THF). Run at time 2 hour. Yields the product ClC=1C(=NC(=NC1)NCC)C(=O)N(CC1=CC=C(C=C1)C)C(C(=O)N)C1=CC2=C(OCCO2)C=C1 (5-Chloro-2-ethylamino-N-[2-amino-1-{1,4-benzodioxan-6-yl}-2-oxoethyl]-N-(4-methylbenzyl)pyrimidine-4-carboxamide). Yield: 76.0%. Reaction SMILES: [CH2:1]([NH2:3])[CH3:2].[Cl:4][C:5]1[C:6]([C:15]([N:17]([CH:26]([C:30]2[CH:39]=[CH:38][C:33]3[O:34][CH2:35][CH2:36][O:37][C:32]=3[CH:31]=2)[C:27]([NH2:29])=[O:28])[CH2:18][C:19]2[CH:24]=[CH:23][C:22]([CH3:25])=[CH:21][CH:20]=2)=[O:16])=[N:7][C:8](S(C)(=O)=O)=[N:9][CH:10]=1>C1COCC1>[Cl:4][C:5]1[C:6]([C:15]([N:17]([CH:26]([C:30]2[CH:39]=[CH:38][C:33]3[O:34][CH2:35][CH2:36][O:37][C:32]=3[CH:31]=2)[C:27]([NH2:29])=[O:28])[CH2:18][C:19]2[CH:24]=[CH:23][C:22]([CH3:25])=[CH:21][CH:20]=2)=[O:16])=[N:7][C:8]([NH:3][CH2:1][CH3:2])=[N:9][CH:10]=1. Reported procedure: Ethylamine was passed through an ice-cold solution of the sulfone from example 243 (0.15 g, 0.28 mmol) in THF (3 ml) for 20 minutes. After 2 hours at room temperature, the solvent was evaporated. The residue was dissolved in ethyl acetate (10 ml) and the solution was washed with water (10 m[), saturated NaHCO3 solution (2×10 ml), brine (10 ml), dried over MgSO4, filtered and evaporated. The residue was chromatographed on silica gel (10 g) eluting with a gradient of pentane-ethyl acetate from 901... Reactants: P(Cl)(Cl)(Cl)(Cl)Cl (phosphorus pentachloride), ClC1=NC(=CC2=CC=C(C=C12)Cl)N(C)C1=CC=C(OC(C(=O)O)C)C=C1 (2-{4-[N-(1,7-dichloroisoquinolin-3-yl)-N-methylamino]phenoxy}propionic acid). The solvent is ClCCl (dichloromethane). Conditions: time 12 hour. Yields the product ClC1=NC(=CC2=CC=C(C=C12)Cl)N(C)C1=CC=C(OC(C(=O)Cl)C)C=C1 (2-{4-[N-(1,7-Dichloroisoquinolin-3-yl)-N-methylamino]phenoxy}propionyl chloride). As a reaction SMILES: P(Cl)(Cl)(Cl)(Cl)[Cl:2].[Cl:7][C:8]1[C:17]2[C:12](=[CH:13][CH:14]=[C:15]([Cl:18])[CH:16]=2)[CH:11]=[C:10]([N:19]([C:21]2[CH:32]=[CH:31][C:24]([O:25][CH:26]([CH3:30])[C:27]([OH:29])=O)=[CH:23][CH:22]=2)[CH3:20])[N:9]=1>ClCCl>[Cl:7][C:8]1[C:17]2[C:12](=[CH:13][CH:14]=[C:15]([Cl:18])[CH:16]=2)[CH:11]=[C:10]([N:19]([C:21]2[CH:22]=[CH:23][C:24]([O:25][CH:26]([CH3:30])[C:27]([Cl:2])=[O:29])=[CH:31][CH:32]=2)[CH3:20])[N:9]=1. Reported procedure: 2-{4-[N-(1,7-Dichloroisoquinolin-3-yl)-N-methylamino]phenoxy}propionyl chloride was prepared by adding phosphorus pentachloride (1.07 g) portionwise to a solution of 2-{4-[N-(1,7-dichloroisoquinolin-3-yl)-N-methylamino]phenoxy}propionic acid (2.0 g) in dichloromethane at room temperature and stirring the reaction mixture for a period of 12 hours.